describe an organic reaction: reactants, conditions, products, and yield From a dataset of the Open Reaction Database (ORD), a public repository of structured organic reaction records. Reactants: CCCC(NS(=O)(=O)NC(=O)OCc1ccccc1)C(=O)OC, CO. Reaction SMILES: [CH3:1][O:2][C:3]([CH:4]([CH2:5][CH2:6][CH3:7])[NH:8][S:9](=[O:10])(=[O:11])[NH:12][C:13]([O:14][CH2:15][c:16]1[cH:17][cH:18][cH:19][cH:20][cH:21]1)=[O:22])=[O:23].[CH3:24][OH:25]>>[CH3:1][O:2][C:3]([CH:4]([CH2:5][CH2:6][CH3:7])[NH:8][S:9](=[O:10])(=[O:11])[NH2:12])=[O:23]. Product: CCCC(NS(N)(=O)=O)C(=O)OC. The reactants are C(C1=CC=CC=C1)OC(=O)NCC(=O)O (N-benzyloxycarbonylglycine), C1=CC=NC(=C1)SSC2=CC=CC=N2 (2,2'-dipyridyl disulfide), C(C1=CC=CC=C1)O (benzylalcohol), C1(=CC=CC=C1)P(C1=CC=CC=C1)C1=CC=CC=C1 (triphenyl phosphine). The solvent is C(Cl)Cl (methylene chloride), C(Cl)Cl (methylene chloride). Conditions: time 6 hour. Yields the product C(C1=CC=CC=C1)OC(CNC(=O)OCC1=CC=CC=C1)=O (N-Benzyloxycarbonylglycine benzyl ester). As a reaction SMILES: [CH2:1]([O:8][C:9]([NH:11][CH2:12][C:13]([OH:15])=[O:14])=[O:10])[C:2]1[CH:7]=[CH:6][CH:5]=[CH:4][CH:3]=1.[CH2:16](O)[C:17]1[CH:22]=[CH:21][CH:20]=[CH:19][CH:18]=1.C1(P(C2C=CC=CC=2)C2C=CC=CC=2)C=CC=CC=1.C1C=C(SSC2N=CC=CC=2)N=CC=1>C(Cl)Cl>[CH2:16]([O:14][C:13](=[O:15])[CH2:12][NH:11][C:9]([O:8][CH2:1][C:2]1[CH:3]=[CH:4][CH:5]=[CH:6][CH:7]=1)=[O:10])[C:17]1[CH:22]=[CH:21][CH:20]=[CH:19][CH:18]=1. Procedure details: To a mixture of 1.05 g. of N-benzyloxycarbonylglycine, 0.54 g. of benzylalcohol and 50 ml. of methylene chloride is added dropwise a solution of 1.31 g. of triphenyl phosphine and 1.10 g. of 2,2'-dipyridyl disulfide in 20 ml. of methylene chloride while stirring at room temperature. After completion of the addition, the mixture is stirred at room temperature for an additional 6 hours. The reaction mixture is treated with the same procedure as described above to give 1.36 g. of the desired produc... Reactants: ClC1=CC=C2C(=C(N(C2=C1F)C=1C=NN(C1)CC)C)SC=1C=C(C(=O)O)C=CC1 (3-[6-Chloro-1-(1-ethyl-1H-pyrazol-4-yl)-7-fluoro-2-methyl-1H-indol-3-ylsulfanyl]-benzoic acid), C1=CN(C=N1)C(=O)N2C=CN=C2 (CDI), C1CCC2=NCCCN2CC1 (DBU), CS(=O)(=O)N (methane sulfonamide). Reagents/catalysts: CN(C)C=1C=CN=CC1 (DMAP). Run in C1CCOC1 (THF). Conditions: time 18 hour. The product is ClC1=CC=C2C(=C(N(C2=C1F)C=1C=NN(C1)CC)C)SC=1C=C(C(=O)NS(=O)(=O)C)C=CC1 (N-{3-[6-Chloro-1-(1-ethyl-1H-pyrazol-4-yl)-7-fluoro-2-methyl-1H-indol-3-ylsulfanyl]-benzoyl}-methanesulfonamide). As a reaction SMILES: [Cl:1][C:2]1[C:10]([F:11])=[C:9]2[C:5]([C:6]([S:20][C:21]3[CH:22]=[C:23]([CH:27]=[CH:28][CH:29]=3)[C:24](O)=[O:25])=[C:7]([CH3:19])[N:8]2[C:12]2[CH:13]=[N:14][N:15]([CH2:17][CH3:18])[CH:16]=2)=[CH:4][CH:3]=1.C1N=CN(C(N2C=NC=C2)=O)C=1.C1CCN2C(=NCCC2)CC1.[CH3:53][S:54]([NH2:57])(=[O:56])=[O:55]>C1COCC1.CN(C1C=CN=CC=1)C>[Cl:1][C:2]1[C:10]([F:11])=[C:9]2[C:5]([C:6]([S:20][C:21]3[CH:22]=[C:23]([CH:27]=[CH:28][CH:29]=3)[C:24]([NH:57][S:54]([CH3:53])(=[O:56])=[O:55])=[O:25])=[C:7]([CH3:19])[N:8]2[C:12]2[CH:13]=[N:14][N:15]([CH2:17][CH3:18])[CH:16]=2)=[CH:4][CH:3]=1. Procedure details: To a stirred solution of 3-[6-Chloro-1-(1-ethyl-1H-pyrazol-4-yl)-7-fluoro-2-methyl-1H-indol-3-ylsulfanyl]-benzoic acid (0.107 g, 0.245 mmol) in THF (2 mL) at room temperature was added CDI (0.10 g, 0.61 mmol) and DMAP (0.005 g). The resulting mixture was stirred for 18 hrs, after which time DBU (0.15 mL, 0.98 mmol) and methane sulfonamide (0.07 g, 0.74 mmol) were added. The resulting mixture was stirred for and additional 18 hrs at room temperature, then subjected to standard aqueous workup. The... Starting materials: Cl, CC(C)c1csc(CCc2cc3nc(N4CCCC(O)C4)c(C=CC(=O)OC(C)(C)C)c(=O)n3cc2F)n1, C1COCCO1. Product: CC(C)c1csc(CCc2cc3nc(N4CCCC(O)C4)c(C=CC(=O)O)c(=O)n3cc2F)n1. Reaction SMILES: [ClH:45].[F:1][c:2]1[c:3]([CH2:29][CH2:30][c:31]2[s:32][cH:33][c:34]([CH:36]([CH3:37])[CH3:38])[n:35]2)[cH:4][c:5]2[n:6]([c:7](=[O:27])[c:8]([CH:18]=[CH:19][C:20](=[O:21])[O:22][C:23]([CH3:24])([CH3:25])[CH3:26])[c:9]([N:11]3[CH2:12][CH:13]([OH:17])[CH2:14][CH2:15][CH2:16]3)[n:10]2)[cH:28]1.[O:39]1[CH2:40][CH2:41][O:42][CH2:43][CH2:44]1>>[F:1][c:2]1[c:3]([CH2:29][CH2:30][c:31]2[s:32][cH:33][c:34]([CH:36]([CH3:37])[CH3:38])[n:35]2)[cH:4][c:5]2[n:6]([c:7](=[O:27])[c:8]([CH:18]=[CH:19][C:20](=[O:21])[OH:22])[c:9]([N:11]3[CH2:12][CH:13]([OH:17])[CH2:14][CH2:15][CH2:16]3)[n:10]2)[cH:28]1. The reactants are N1=C(C=CC=C1)CNC(C1=CC(=C(C=C1)NC(C)=O)[N+](=O)[O-])=O (N-(pyridylmethyl)-4-acetylamino-3-nitrobenzamide), C(C)(=O)O (acetic acid). The reagents and catalysts are [Pd] (palladium/carbon). The solvent is C(C)O (ethanol). Reaction conditions: temperature 80 celsius, time 7 hour. Yields the product CC=1NC2=C(N1)C=CC(=C2)C(NCC2=NC=CC=C2)=O (2-methyl-5-[(2-pyridylmethyl) carbamoyl]benzimidazole). The yield is 67.3%. As a reaction SMILES: [N:1]1[CH:6]=[CH:5][CH:4]=[CH:3][C:2]=1[CH2:7][NH:8][C:9](=[O:23])[C:10]1[CH:15]=[CH:14][C:13]([NH:16][C:17](=O)[CH3:18])=[C:12]([N+:20]([O-])=O)[CH:11]=1.C(O)(=O)C>[Pd].C(O)C>[CH3:18][C:17]1[NH:20][C:12]2[CH:11]=[C:10]([C:9](=[O:23])[NH:8][CH2:7][C:2]3[CH:3]=[CH:4][CH:5]=[CH:6][N:1]=3)[CH:15]=[CH:14][C:13]=2[N:16]=1. Reported procedure: 5% palladium/carbon (0.10 g) is added to a mixture of preliminarily purified N-(pyridylmethyl)-4-acetylamino-3-nitrobenzamide (1.00 g), acetic acid (8 ml), and ethanol (12 ml), and then solution is stirred for seven hours at 80° C. under a nitrogen environment. The solids are separated through filtration and the filtrate is then concentrated. Ethyl acetate is added to the residue and crystals are formed. The crystals are separated through filtration, then dried and thus, 2-methyl-5-[(2-pyridylme... Starting materials: CN(C)C=O, CCN(C(C)C)C(C)C, O=S(=O)(O)C(F)(F)F, O=S(=O)(O)C(F)(F)F, NC1CCCC1Nc1nc(N2CCN(c3ccccc3)CC2)nc2c1SCC2, O=C(O)c1ccno1. The product is O=S(=O)(O)C(F)(F)F, O=C(NC1CCCC1Nc1nc(N2CCN(c3ccccc3)CC2)nc2c1SCC2)c1ccno1. Reaction SMILES: [CH3:62][N:63]([CH3:64])[CH:65]=[O:66].[CH:9]([N:10]([CH:11]([CH3:12])[CH3:13])[CH2:14][CH3:15])([CH3:16])[CH3:17].[S:18](=[O:19])(=[O:20])([C:21]([F:22])([F:23])[F:24])[OH:25].[S:26]([OH:27])([C:28]([F:29])([F:30])[F:31])(=[O:32])=[O:33].[c:34]1([N:40]2[CH2:41][CH2:42][N:43]([c:46]3[n:47][c:48]([NH:55][CH:56]4[CH:57]([NH2:61])[CH2:58][CH2:59][CH2:60]4)[c:49]4[c:50]([n:51]3)[CH2:52][CH2:53][S:54]4)[CH2:44][CH2:45]2)[cH:35][cH:36][cH:37][cH:38][cH:39]1.[o:1]1[n:2][cH:3][cH:4][c:5]1[C:6](=[O:7])[OH:8]>>[S:18](=[O:19])(=[O:20])([C:21]([F:22])([F:23])[F:24])[OH:25].[o:1]1[n:2][cH:3][cH:4][c:5]1[C:6](=[O:8])[NH:61][CH:57]1[CH:56]([NH:55][c:48]2[n:47][c:46]([N:43]3[CH2:42][CH2:41][N:40]([c:34]4[cH:35][cH:36][cH:37][cH:38][cH:39]4)[CH2:45][CH2:44]3)[n:51][c:50]3[c:49]2[S:54][CH2:53][CH2:52]3)[CH2:60][CH2:59][CH2:58]1. Reactants: C(C)(C)C1=C(C(=O)O)C(=CC=C1)C(C)C (2,6-diisopropylbenzoic acid), C(C(=O)Cl)(=O)Cl (oxalyl chloride). The reagents and catalysts are CN(C=O)C (dimethylformamide). Conditions: time 8 hour. Yields the product C(C)(C)C1=C(C(=O)Cl)C(=CC=C1)C(C)C (2,6-Diisopropylbenzoyl Chloride). RXN SMILES: [CH:1]([C:4]1[CH:12]=[CH:11][CH:10]=[C:9]([CH:13]([CH3:15])[CH3:14])[C:5]=1[C:6](O)=[O:7])([CH3:3])[CH3:2].C(Cl)(=O)C([Cl:19])=O>CN(C)C=O>[CH:1]([C:4]1[CH:12]=[CH:11][CH:10]=[C:9]([CH:13]([CH3:15])[CH3:14])[C:5]=1[C:6]([Cl:19])=[O:7])([CH3:3])[CH3:2]. Procedure details: A mixture of 2,6-diisopropylbenzoic acid (12.8 g, 0.062 mol), oxalyl chloride (25 mL), and dimethylformamide (2 drops) was stirred overnight at room temperature. The volatiles were removed on the rotary evaporator and the residue dried to yield an orange oil, 12.65 g, 90.9%.